Dataset: the Open Reaction Database (ORD), a public repository of structured organic reaction records. Task: describe an organic reaction: reactants, conditions, products, and yield Reactants: C, CCOC(C)=O, C=Cc1ccncc1C#N, [Pd]. The product is CCc1ccncc1C#N. RXN SMILES: [C:17].[CH3:11][CH2:12][O:13][C:14](=[O:15])[CH3:16].[CH:1](=[CH2:2])[c:3]1[cH:4][cH:5][n:6][cH:7][c:8]1[C:9]#[N:10].[Pd:18]>>[CH2:1]([CH3:2])[c:3]1[cH:4][cH:5][n:6][cH:7][c:8]1[C:9]#[N:10]. Reaction conditions: time 2.5 day. Isolated yield 92.3%. RXN SMILES: [F:1][C:2]([F:16])([F:15])[CH2:3][O:4][C:5]1[CH:10]=[C:9](F)[CH:8]=[CH:7][C:6]=1[N+:12]([O-:14])=[O:13].C([O-])([O-])=O.[K+].[K+].[OH:23][CH:24]1[CH2:29][CH2:28][NH:27][CH2:26][CH2:25]1>CS(C)=O>[N+:12]([C:6]1[CH:7]=[CH:8][C:9]([N:27]2[CH2:28][CH2:29][CH:24]([OH:23])[CH2:25][CH2:26]2)=[CH:10][C:5]=1[O:4][CH2:3][C:2]([F:16])([F:15])[F:1])([O-:14])=[O:13] |f:1.2.3|. Starting materials: FC(COC1=C(C=CC(=C1)F)[N+](=O)[O-])(F)F (5-Fluoro-2-nitrophenyl 2,2,2-trifluoroethyl ether), C(=O)([O-])[O-].[K+].[K+] (K2CO3), OC1CCNCC1 (4-hydroxypiperidine). Procedure: 5-Fluoro-2-nitrophenyl 2,2,2-trifluoroethyl ether (1.48 g, 6.19 mmol) was dissolved in 30 mL of DMSO with K2CO3 (1.11 g, 8.03 mmol) and 4-hydroxypiperidine (0.657 g, 6.50 mmol). The reaction was stirred for 2.5 days and quenched with H2O. The mixture was poured into EtOAc and H2O. The layers were separated, and the organic layer was washed with H2O (2×) and brine. The organic layer was dried over MgSO4, filtered, and concentrated in vacuo. The residue was purified by flash chromatography to affo... The product is [N+](=O)([O-])C1=C(C=C(C=C1)N1CCC(CC1)O)OCC(F)(F)F (1-{4-nitro-3-[(2,2,2-trifluoroethyl)oxy]phenyl}-4-piperidinol). Run in CS(=O)C (DMSO). Reactants: CN1CCN(CC1)C1=NSC2=NC3=C(N21)C=CC=C3 (3-(4-methyl-1-piperazinyl)-1,2,4-thiadiazolo[4,5-a]benzimidazole), ClCCl (dichloromethane). The solvent is Cl (hydrogen chloride). Yields the product Cl.Cl.CN1CCN(CC1)C1=NSC2=NC3=C(N21)C=CC=C3 (3-(4-methyl-1-piperazinyl)-1,2,4-thiadiazolo[4,5-a]benzimidazole dihydrochloride). Yield: 99.0%. Reaction SMILES: [CH3:1][N:2]1[CH2:7][CH2:6][N:5]([C:8]2[N:15]3[C:11](=[N:12][C:13]4[CH:19]=[CH:18][CH:17]=[CH:16][C:14]=43)[S:10][N:9]=2)[CH2:4][CH2:3]1.[Cl:20]CCl>Cl>[ClH:20].[ClH:20].[CH3:1][N:2]1[CH2:7][CH2:6][N:5]([C:8]2[N:15]3[C:11](=[N:12][C:13]4[CH:19]=[CH:18][CH:17]=[CH:16][C:14]=43)[S:10][N:9]=2)[CH2:4][CH2:3]1 |f:3.4.5|. Procedure: To a clear solution of 3-(4-methyl-1-piperazinyl)-1,2,4-thiadiazolo[4,5-a]benzimidazole (6.07 g, 22.21 mmol) in 100 ml of dichloromethane, hydrogen chloride gas was bubbled through for 40 min. The solution became turbid with time. The suspension was filtered and dried under vacuum to give the title compound as a fine white powder 7.60 g (99%). mp 252° C. (dec); 1H NMR (DMSO-d6 & D2O) δ7.85 (d, 2H), 7.60 (t, 1H), 7.51 (t, 1H), 3.86 (m, 2H), 3.56 (m, 6H), 2.91 (s, 3H) ppm; 13C NMR (DMSO-d6 & D2O) ... The reactants are COC1=C(C=CC=C1)C(=O)C1=C2C=CN(C2=CC=C1)C ((2-methoxyphenyl)-(1-methyl-1H-indol-4-yl) methanone), Cl.N1=CC=CC=C1 (pyridine hydrochloride). Run in C(Cl)Cl (methylene chloride). The product is OC1=C(C=CC=C1)C(=O)C1=C2C=CN(C2=CC=C1)C ((2-hydroxyphenyl)-(1-methyl-1H-indol-4-yl) methanone). Yield: 60.7%. RXN SMILES: C[O:2][C:3]1[CH:8]=[CH:7][CH:6]=[CH:5][C:4]=1[C:9]([C:11]1[CH:19]=[CH:18][CH:17]=[C:16]2[C:12]=1[CH:13]=[CH:14][N:15]2[CH3:20])=[O:10].Cl.N1C=CC=CC=1>C(Cl)Cl>[OH:2][C:3]1[CH:8]=[CH:7][CH:6]=[CH:5][C:4]=1[C:9]([C:11]1[CH:19]=[CH:18][CH:17]=[C:16]2[C:12]=1[CH:13]=[CH:14][N:15]2[CH3:20])=[O:10] |f:1.2|. Procedure: Using the procedure of Step C of Example 3, 29.9 g of the product of Step C and 300 g of pyridine hydrochloride were reacted to obtain using methylene chloride as eluant for the chromatography 17.2 g of the expected product melting at 80° C. which was used as is for the following step.